This data is from the Open Reaction Database (ORD), a public repository of structured organic reaction records. The task is: describe an organic reaction: reactants, conditions, products, and yield Run in solution. The product is ClC1=C(C(CN2C=NC=C2)=O)C=CC(=C1)Cl (1-(2,4-Dichlorophenacyl) imidazole). Reaction SMILES: C(OCC)C.[CH3:6][C:7]([C:9]1[CH:14]=[CH:13][C:12]([Cl:15])=[CH:11][C:10]=1[Cl:16])=[O:8].[Br-].CO.[NH:20]1[CH:24]=[CH:23][N:22]=[CH:21]1>>[Cl:16][C:10]1[CH:11]=[C:12]([Cl:15])[CH:13]=[CH:14][C:9]=1[C:7](=[O:8])[CH2:6][N:20]1[CH:24]=[CH:23][N:22]=[CH:21]1. Run at time 1 hour. Reported procedure: A 300 ml solution of diethyl ether containing 100 g (0.53 mole) of 2,4-dichloroacetophenone was cooled to 0°-5° C., and treated with 85.0 g (0.53 mole) of bromide and stirred one hour. The organic layer was washed with 3×500 ml portions of saturated sodium bicarbonate solution followed by 3×500 ml portions of water. The aqueous layer was removed and the organic layer treated with a 200 ml portion of methanol containing 108.0 g (1.6 mole) of imidazole and stirred in the cold overnight. The soluti... Starting materials: CO (methanol), N1C=NC=C1 (imidazole), [Br-] (bromide), C(C)OCC (diethyl ether), CC(=O)C1=C(C=C(C=C1)Cl)Cl (2,4-dichloroacetophenone). Yield: 80.0%. The reactants are O (water), polyphosphoric acid, CS(=O)(=O)O (methanesulfonic acid), BrC=1C=CC(=C(C1)C(C)(C)O)N1C2=CC=CC=C2C=2C=CC=CC12 (2-(5-bromo-2-carbazol-9-ylphenyl)propan-2-ol). Run in C1(=CC=CC=C1)C (toluene). Run at temperature 60 celsius. The product is BrC=1C=CC=2N3C4=C(C=CC=C4C(C2C1)(C)C)C=1C=CC=CC13 (10-Bromo-8,8-dimethyl-8H-indolo[3,2,1-de]acridine). Reaction SMILES: [Br:1][C:2]1[CH:3]=[CH:4][C:5]([N:12]2[C:24]3[CH:23]=[CH:22][CH:21]=[CH:20][C:19]=3[C:18]3[C:13]2=[CH:14][CH:15]=[CH:16][CH:17]=3)=[C:6]([C:8](O)([CH3:10])[CH3:9])[CH:7]=1.CS(O)(=O)=O.O>C1(C)C=CC=CC=1>[Br:1][C:2]1[CH:3]=[CH:4][C:5]2[N:12]3[C:24]4[CH:23]=[CH:22][CH:21]=[CH:20][C:19]=4[C:18]4[CH:17]=[CH:16][CH:15]=[C:14]([C:8]([CH3:10])([CH3:9])[C:6]=2[CH:7]=1)[C:13]3=4. Reported procedure: 16.4 g (43.6 mmol) of 2-(5-bromo-2-carbazol-9-ylphenyl)propan-2-ol are dissolved in 1200 ml of degassed toluene, a suspension of 40 g of polyphosphoric acid and 28 ml of methanesulfonic acid is added, and the mixture is heated at 60° C. for 1 h. The batch is cooled, and water is added. A solid precipitates out and is dissolved in methylene chloride/THF (1:1). The solution is carefully rendered alkaline using 20% NaOH, the phases are separated and dried over MgSO4. The solid obtained is washed by... Reactants: Cl (HCl), O1CCOCC1 (1,4-dioxane), Cl (HCl), C(#N)C1=CC=C(C[C@@]2(C(N(C=3N2C(=CN3)C(=O)NC3(CC3)C(=O)N[C@H]3C[C@H](CC3)C(=O)OC)C3=CC(=CC(=C3)Cl)Cl)=O)C)C=C1 (methyl (1S,3R)-3-({[1-({[(3R)-3-(4-cyanobenzyl)-1-(3,5-dichlorophenyl)-3-methyl-2-oxo-2,3-dihydro-1H-imidazo[1,2-a]imidazol-5-yl]carbonyl}amino)cyclopropyl]-carbonyl}amino)cyclopentanecarboxylate). Run at temperature 100 celsius, time 1 hour. Yields the product C(#N)C1=CC=C(C[C@@]2(C(N(C=3N2C(=CN3)C(=O)NC3(CC3)C(=O)N[C@H]3C[C@H](CC3)C(=O)O)C3=CC(=CC(=C3)Cl)Cl)=O)C)C=C1 ((1S,3R)-3-({[1-({[(3R)-3-(4-Cyanobenzyl)-1-(3,5-dichlorophenyl)-3-methyl-2-oxo-2,3-dihydro-1H-imidazo[1,2-a]imidazol-5-yl]carbonyl}amino)-cyclopropyl]carbonyl}amino)cyclopentanecarboxylic acid). Yield: 67.3%. RXN SMILES: Cl.O1CCOCC1.[C:8]([C:10]1[CH:52]=[CH:51][C:13]([CH2:14][C@@:15]2([CH3:50])[N:19]3[C:20]([C:23]([NH:25][C:26]4([C:29]([NH:31][C@@H:32]5[CH2:36][CH2:35][C@H:34]([C:37]([O:39]C)=[O:38])[CH2:33]5)=[O:30])[CH2:28][CH2:27]4)=[O:24])=[CH:21][N:22]=[C:18]3[N:17]([C:41]3[CH:46]=[C:45]([Cl:47])[CH:44]=[C:43]([Cl:48])[CH:42]=3)[C:16]2=[O:49])=[CH:12][CH:11]=1)#[N:9]>>[C:8]([C:10]1[CH:52]=[CH:51][C:13]([CH2:14][C@@:15]2([CH3:50])[N:19]3[C:20]([C:23]([NH:25][C:26]4([C:29]([NH:31][C@@H:32]5[CH2:36][CH2:35][C@H:34]([C:37]([OH:39])=[O:38])[CH2:33]5)=[O:30])[CH2:27][CH2:28]4)=[O:24])=[CH:21][N:22]=[C:18]3[N:17]([C:41]3[CH:46]=[C:45]([Cl:47])[CH:44]=[C:43]([Cl:48])[CH:42]=3)[C:16]2=[O:49])=[CH:12][CH:11]=1)#[N:9]. Procedure details: 1N HCl in 1,4-dioxane (1 mL, 1 mmol) and 1N HCl (aq.) (0.5 mL, 0.5 mmol) were added to methyl (1S,3R)-3-({[1-({[(3R)-3-(4-cyanobenzyl)-1-(3,5-dichlorophenyl)-3-methyl-2-oxo-2,3-dihydro-1H-imidazo[1,2-a]imidazol-5-yl]carbonyl}amino)cyclopropyl]-carbonyl}amino)cyclopentanecarboxylate (35 mg, 0.054 mmol). The reaction tube was sealed and the reaction solution was stirred at 100° C. for 1 h. The reaction solution was then cooled to room temperature, filtered and purified via reverse phase HPLC. The ...